From a dataset of the Open Reaction Database (ORD), a public repository of structured organic reaction records. describe an organic reaction: reactants, conditions, products, and yield The reactants are OCC1=NC=CC=2CCCCC12 (1-Hydroxymethyl-5,6,7,8-tetrahydroisoquinoline), [Se](=O)=O (selenium dioxide). Solvent: ClCCl (dichloromethane), O1CCOCC1 (dioxane), one. Conditions: temperature 82.5 celsius. Product: C1(=NC=CC=2CCCCC12)C=O (5,6,7,8,-tetrahydroisoquinoline-1-carbaldehyde). The yield is 90.1%. As a reaction SMILES: [OH:1][CH2:2][C:3]1[C:12]2[CH2:11][CH2:10][CH2:9][CH2:8][C:7]=2[CH:6]=[CH:5][N:4]=1.[Se](=O)=O>O1CCOCC1.ClCCl>[C:3]1([CH:2]=[O:1])[C:12]2[CH2:11][CH2:10][CH2:9][CH2:8][C:7]=2[CH:6]=[CH:5][N:4]=1. Procedure details: 1-Hydroxymethyl-5,6,7,8-tetrahydroisoquinoline (4.14 g, 25.4 mmole) is dissolved in 75 ml dioxane in a 200 ml one neck round bottom flask under nitrogen. The solution is treated with selenium dioxide (1.56 g, 14.0 mmole) and the reaction mixture is warmed to 80-85° C. for 2.5 h. The mixture is cooled to room temperature, is diluted with 125 ml dichloromethane and is filtered through celite. The filter cake is washed well with fresh dichloromethane and the filtrate is concentrated in vacuo to an ...